Dataset: the Open Reaction Database (ORD), a public repository of structured organic reaction records. Task: describe an organic reaction: reactants, conditions, products, and yield Starting materials: CC(C)(CC)[O-].[Na+] (Sodium 2-methylbutan-2-olate), Chloro[2-(dicyclohexylphosphino)-3,6-dimethoxy-2′-4′-6′-tri-1-propyl-1,1′-biphenyl][2-(2-aminoethyl)phenyl]palladium(II), ClC1=C(C=C2C(=N1)OC(=C2C(NC)=O)C2=CC=C(C=C2)F)C=2C=CC(=C(C(=O)O)C2)OC (5-(6-chloro-2-(4-fluorophenyl)-3-(methylcarbamoyl)furo[2,3-b]pyridin-5-yl)-2-methoxybenzoic acid), FC(CN)(F)F (2,2,2-trifluoroethanamine). Conditions: temperature 90 celsius, time 1 hour. Product: FC1=CC=C(C=C1)C1=C(C=2C(=NC(=C(C2)C=2C=CC(=C(C(=O)O)C2)OC)NCC(F)(F)F)O1)C(NC)=O (5-(2-(4-fluorophenyl)-3-(methylcarbamoyl)-6-((2,2,2-trifluoroethyl)amino)furo[2,3-b]pyridin-5-yl)-2-methoxybenzoic acid). Yield: 13.1%. RXN SMILES: CC([O-])(CC)C.[Na+].Cl[C:9]1[N:14]=[C:13]2[O:15][C:16]([C:22]3[CH:27]=[CH:26][C:25]([F:28])=[CH:24][CH:23]=3)=[C:17]([C:18](=[O:21])[NH:19][CH3:20])[C:12]2=[CH:11][C:10]=1[C:29]1[CH:30]=[CH:31][C:32]([O:38][CH3:39])=[C:33]([CH:37]=1)[C:34]([OH:36])=[O:35].[F:40][C:41]([F:45])([F:44])[CH2:42][NH2:43]>>[F:28][C:25]1[CH:26]=[CH:27][C:22]([C:16]2[O:15][C:13]3=[N:14][C:9]([NH:43][CH2:42][C:41]([F:45])([F:44])[F:40])=[C:10]([C:29]4[CH:30]=[CH:31][C:32]([O:38][CH3:39])=[C:33]([CH:37]=4)[C:34]([OH:36])=[O:35])[CH:11]=[C:12]3[C:17]=2[C:18](=[O:21])[NH:19][CH3:20])=[CH:23][CH:24]=1 |f:0.1|. Procedure: Sodium 2-methylbutan-2-olate (333 mg, 3.02 mmol), 5-(6-chloro-2-(4-fluorophenyl)-3-(methylcarbamoyl)furo[2,3-b]pyridin-5-yl)-2-methoxybenzoic acid (275 mg, 0.605 mmol), 2,2,2-trifluoroethanamine (299 mg, 3.02 mmol), Chloro[2-(dicyclohexylphosphino)-3,6-dimethoxy-2′-4′-6′-tri-1-propyl-1,1′-biphenyl][2-(2-aminoethyl)phenyl]palladium(II) (48 mg, 0.060 mmol) were combined, degassed, and taken up in dioxane (12 ml) at rt and then was heated to 90° C. The reaction was allowed to stir for 1 h. The mixt... Starting materials: COc1cc(C#N)ccc1Cc1c[nH]c2ccc([N+](=O)[O-])cc12, CN(C)C=O, [Cl-], [H-], CI, [NH4+], [Na+]. The product is COc1cc(C#N)ccc1Cc1cn(C)c2ccc([N+](=O)[O-])cc12. As a reaction SMILES: [C:3](#[N:4])[c:5]1[cH:6][c:7]([O:24][CH3:25])[c:8]([CH2:9][c:10]2[cH:11][nH:12][c:13]3[cH:14][cH:15][c:16]([N+:19](=[O:20])[O-:21])[cH:17][c:18]23)[cH:22][cH:23]1.[CH3:30][N:31]([CH3:32])[CH:33]=[O:34].[Cl-:28].[H-:1].[I:26][CH3:27].[NH4+:29].[Na+:2]>>[C:3](#[N:4])[c:5]1[cH:6][c:7]([O:24][CH3:25])[c:8]([CH2:9][c:10]2[cH:11][n:12]([CH3:27])[c:13]3[cH:14][cH:15][c:16]([N+:19](=[O:20])[O-:21])[cH:17][c:18]23)[cH:22][cH:23]1. Reactants: Cl.C(C1=CC=CC=C1)(C1=CC=CC=C1)(C1=CC=CC=C1)SCCN (2-(tritylthio)ethylamine hydrochloride), CC1=CC=C2C=C(NC2=C1NS(=O)(=O)C=1SC=CC1)C(=O)O (6-methyl-7-[(2-thienylsulfonyl)amino]-1H-indole-2-carboxylic acid), N1(N=NC2=C1C=CC=C2)O (1H-1,2,3-benzotriazol-1-ol), Cl.CN(CCCN=C=NCC)C (N-[3-(dimethylamino)propyl]-N′-ethylcarbodiimide hydrochloride). Solvent: CN(C=O)C (N,N-dimethylformamide), C(C)N(CC)CC (triethylamine), C(C)(=O)OCC (ethyl acetate). Reaction conditions: time 2 day. The product is CC1=CC=C2C=C(NC2=C1NS(=O)(=O)C=1SC=CC1)C(=O)NCCSC(C1=CC=CC=C1)(C1=CC=CC=C1)C1=CC=CC=C1 (6-Methyl-7-[(2-thienylsulfonyl)amino]-N-[2-(tritylthio)ethyl]-1H-indole-2-carboxamide). Yield: 90.7%. Reaction SMILES: Cl.[C:2]([S:21][CH2:22][CH2:23][NH2:24])([C:15]1[CH:20]=[CH:19][CH:18]=[CH:17][CH:16]=1)([C:9]1[CH:14]=[CH:13][CH:12]=[CH:11][CH:10]=1)[C:3]1[CH:8]=[CH:7][CH:6]=[CH:5][CH:4]=1.[CH3:25][C:26]1[C:34]([NH:35][S:36]([C:39]2[S:40][CH:41]=[CH:42][CH:43]=2)(=[O:38])=[O:37])=[C:33]2[C:29]([CH:30]=[C:31]([C:44](O)=[O:45])[NH:32]2)=[CH:28][CH:27]=1.N1(O)C2C=CC=CC=2N=N1.Cl.CN(C)CCCN=C=NCC>C(OCC)(=O)C.CN(C)C=O.C(N(CC)CC)C>[CH3:25][C:26]1[C:34]([NH:35][S:36]([C:39]2[S:40][CH:41]=[CH:42][CH:43]=2)(=[O:38])=[O:37])=[C:33]2[C:29]([CH:30]=[C:31]([C:44]([NH:24][CH2:23][CH2:22][S:21][C:2]([C:9]3[CH:14]=[CH:13][CH:12]=[CH:11][CH:10]=3)([C:15]3[CH:16]=[CH:17][CH:18]=[CH:19][CH:20]=3)[C:3]3[CH:8]=[CH:7][CH:6]=[CH:5][CH:4]=3)=[O:45])[NH:32]2)=[CH:28][CH:27]=1 |f:0.1,4.5|. Procedure details: To a mixture of 2-(tritylthio)ethylamine hydrochloride (0.44 g), triethylamine (0.17 mL) and N,N-dimethylformamide (15 mL) were added 6-methyl-7-[(2-thienylsulfonyl)amino]-1H-indole-2-carboxylic acid (0.34 g), 1H-1,2,3-benzotriazol-1-ol (0.21 g) and N-[3-(dimethylamino)propyl]-N′-ethylcarbodiimide hydrochloride (0.26 g) under ice-cooling, and the mixture was stirred at room temperature for 2 days. The reaction mixture was diluted with ethyl acetate, washed with aqueous citric acid solution, aque... Reactants: NC1=CC=C(C(=O)OC)C=C1 (methyl 4-aminobenzoate), [I-].[Na+] (sodium iodide), ClC(C=1OC2=C(C1C)C=CC(=C2)F)C2CCCCC2 (2-[chloro(cyclohexyl)methyl]-6-fluoro-3-methyl-1-benzofuran), C([O-])([O-])=O.[Na+].[Na+] (sodium carbonate), Cl (Hydrochloric acid), [OH-].[Na+] (sodium hydroxide). Solvent: CN(C=O)C (N,N-dimethylformamide), C(C)O (ethanol), O1CCCC1 (tetrahydrofuran). Conditions: temperature 80 celsius, time 8 hour. The product is C1(CCCCC1)C(C=1OC2=C(C1C)C=CC(=C2)F)NC2=CC=C(C(=O)O)C=C2 (4-{[cyclohexyl(6-fluoro-3-methyl-1-benzofuran-2-yl)methyl]amino}benzoic acid). Isolated yield 56.3%. As a reaction SMILES: Cl[CH:2]([CH:14]1[CH2:19][CH2:18][CH2:17][CH2:16][CH2:15]1)[C:3]1[O:4][C:5]2[CH:12]=[C:11]([F:13])[CH:10]=[CH:9][C:6]=2[C:7]=1[CH3:8].[NH2:20][C:21]1[CH:30]=[CH:29][C:24]([C:25]([O:27]C)=[O:26])=[CH:23][CH:22]=1.[I-].[Na+].C(=O)([O-])[O-].[Na+].[Na+].Cl.[OH-].[Na+]>C(O)C.O1CCCC1.CN(C)C=O>[CH:14]1([CH:2]([NH:20][C:21]2[CH:30]=[CH:29][C:24]([C:25]([OH:27])=[O:26])=[CH:23][CH:22]=2)[C:3]2[O:4][C:5]3[CH:12]=[C:11]([F:13])[CH:10]=[CH:9][C:6]=3[C:7]=2[CH3:8])[CH2:19][CH2:18][CH2:17][CH2:16][CH2:15]1 |f:2.3,4.5.6,8.9|. Procedure details: To a mixture of 2-[chloro(cyclohexyl)methyl]-6-fluoro-3-methyl-1-benzofuran (945 mg) synthesized above, methyl 4-aminobenzoate (508 mg), sodium iodide (1.01 g) and N,N-dimethylformamide (10 mL) was added sodium carbonate (712 mg), and the mixture was stirred at 80° C. overnight. 1N Hydrochloric acid was added to quench the reaction, and the mixture was extracted with ethyl acetate. The extract was washed with saturated brine, dried over magnesium sulfate, and concentrated under reduced pressure....